describe an organic reaction: reactants, conditions, products, and yield From a dataset of the Open Reaction Database (ORD), a public repository of structured organic reaction records. The product is C(C=C)C1(C(N(C(C1)=O)CC1=C(C=CC(=C1)C(F)(F)F)O[Si](C(C)C)(C(C)C)C(C)C)=O)C(C)C (3-allyl-3-isopropyl-1-(5-(trifluoromethyl)-2-(triisopropylsilyloxy)benzyl)pyrrolidine-2,5-dione). Procedure: A 100 mL round bottom flask charged with 2-isopropyl-2-(2-oxo-2-(5-(trifluoromethyl)-2-(trii sopropylsilyloxy)benzylamino)-ethyl)pent-4-enoate (1.40 g, 2.57 mmol) in MeOH (26 mL) was cooled to 0° C. The solution was treated dropwise with sodium methoxide (25% solution in MeOH, 0.048 mL, 0.206 mmol) via syringe over 3 min, and the resulting mixture was stirred for 12 h. At this time mixture was diluted with EtOAc (100 mL) washed with brine (2×20 mL). The organic layer was dried (MgSO4) and concen... The reactants are C(C)(C)C(C(=O)[O-])(CC=C)CC(NCC1=C(C=CC(=C1)C(F)(F)F)O[Si](C(C)C)(C(C)C)C(C)C)=O (2-isopropyl-2-(2-oxo-2-(5-(trifluoromethyl)-2-(trii sopropylsilyloxy)benzylamino)-ethyl)pent-4-enoate), C[O-].[Na+] (sodium methoxide). Solvent: CO (MeOH), CCOC(=O)C (EtOAc). The yield is 40.9%. Conditions: temperature 0 celsius, time 12 hour. As a reaction SMILES: [CH:1]([C:4]([CH2:11][C:12](=[O:36])[NH:13][CH2:14][C:15]1[CH:20]=[C:19]([C:21]([F:24])([F:23])[F:22])[CH:18]=[CH:17][C:16]=1[O:25][Si:26]([CH:33]([CH3:35])[CH3:34])([CH:30]([CH3:32])[CH3:31])[CH:27]([CH3:29])[CH3:28])([CH2:8][CH:9]=[CH2:10])[C:5]([O-])=[O:6])([CH3:3])[CH3:2].C[O-].[Na+]>CO.CCOC(C)=O>[CH2:8]([C:4]1([CH:1]([CH3:3])[CH3:2])[CH2:11][C:12](=[O:36])[N:13]([CH2:14][C:15]2[CH:20]=[C:19]([C:21]([F:24])([F:22])[F:23])[CH:18]=[CH:17][C:16]=2[O:25][Si:26]([CH:30]([CH3:31])[CH3:32])([CH:27]([CH3:29])[CH3:28])[CH:33]([CH3:34])[CH3:35])[C:5]1=[O:6])[CH:9]=[CH2:10] |f:1.2|.